Dataset: the Open Reaction Database (ORD), a public repository of structured organic reaction records. Task: describe an organic reaction: reactants, conditions, products, and yield Reactants: [N+](=O)([O-])C1=CC(=NC2=CC=CC=C12)C1=CC=C(N)C=C1 (4-(4-Nitroquinolin-2-yl)aniline), [F-].[K+] (KF). Yields the product FC1=CC(=NC2=CC=CC=C12)C1=CC=C(N)C=C1 (4-(4-fluoroquinolin-2-yl)aniline). The yield is 42.0%. Reaction SMILES: [N+]([C:4]1[C:13]2[C:8](=[CH:9][CH:10]=[CH:11][CH:12]=2)[N:7]=[C:6]([C:14]2[CH:20]=[CH:19][C:17]([NH2:18])=[CH:16][CH:15]=2)[CH:5]=1)([O-])=O.[F-:21].[K+]>>[F:21][C:4]1[C:13]2[C:8](=[CH:9][CH:10]=[CH:11][CH:12]=2)[N:7]=[C:6]([C:14]2[CH:20]=[CH:19][C:17]([NH2:18])=[CH:16][CH:15]=2)[CH:5]=1 |f:1.2|. Procedure details: 4-(4-Fluoroquinolin-2-yl)aniline T492 was prepared by using general procedure M from 4-(4-Nitroquinolin-2-yl)aniline (6 mg, 0.02 mmol) and KF (26 mg, 0.45 mmol), The crude product was purified by silica chromatography to afford 4-(4-fluoroquinolin-2-yl)aniline as a yellow solid (2 mg, 42%). 1H NMR (400 MHz, CDCl3): δ 8.11 (m, 1H), 8.03 (m, 1H), 8.00 (m, 2H), 7.72 (m, 1H), 7.51 (m, 1H), 7.48 (d, J=11.6 Hz, 1H), 6.80 (m, 2H), 3.93 (br s, 2H); MS (ESI): 239 (M+H+). Reactants: CC(=O)O[BH-](OC(C)=O)OC(C)=O, O=Cc1ccc(Cl)cc1, ClCCl, Nc1ccc(F)c(N2CCCC2=O)c1, [Na+]. Yields the product O=C1CCCN1c1cc(NCc2ccc(Cl)cc2)ccc1F. Reaction SMILES: [C:24]([O:25][BH-:26]([O:27][C:28](=[O:29])[CH3:30])[O:31][C:32](=[O:33])[CH3:34])(=[O:35])[CH3:36].[Cl:15][c:16]1[cH:17][cH:18][c:19]([CH:20]=[O:21])[cH:22][cH:23]1.[Cl:38][CH2:39][Cl:40].[NH2:1][c:2]1[cH:3][cH:4][c:5]([F:14])[c:6]([N:8]2[C:9](=[O:13])[CH2:10][CH2:11][CH2:12]2)[cH:7]1.[Na+:37]>>[NH:1]([c:2]1[cH:3][cH:4][c:5]([F:14])[c:6]([N:8]2[C:9](=[O:13])[CH2:10][CH2:11][CH2:12]2)[cH:7]1)[CH2:20][c:19]1[cH:18][cH:17][c:16]([Cl:15])[cH:23][cH:22]1. Reactants: S1C(=CC2=C1SCCC2=O)S(=O)(=O)N (5,6-dihydro-4H-thieno[2,3-b]thiopyran-4-one-2-sulfonamide), pyridinium bromide perbromide, O (water). The solvent is O1CCCC1 (tetrahydrofuran), O1CCCC1 (tetrahydrofuran), C(C)#N (acetonitrile). Run at time 1 hour. Yields the product BrC1C(C2=C(SC1)SC(=C2)S(=O)(=O)N)=O (5,6-Dihydro-5-bromo-4H-thieno[2,3-b]thiopyran-4-one-2-sulfonamide). Isolated yield 79.9%. RXN SMILES: [S:1]1[C:5]2[S:6][CH2:7][CH2:8][C:9](=[O:10])[C:4]=2[CH:3]=[C:2]1[S:11]([NH2:14])(=[O:13])=[O:12].C1C=C[NH+]=CC=1.[Br:21][Br-]Br.O>O1CCCC1.C(#N)C>[Br:21][CH:8]1[CH2:7][S:6][C:5]2[S:1][C:2]([S:11]([NH2:14])(=[O:13])=[O:12])=[CH:3][C:4]=2[C:9]1=[O:10] |f:1.2|. Procedure: A solution of 5,6-dihydro-4H-thieno[2,3-b]thiopyran-4-one-2-sulfonamide (3.50 g, 0.014 m) in dry tetrahydrofuran (70 ml) was stirred at ambient temperature while a solution of pyridinium bromide perbromide (6.08 g, 0.019 m) in dry tetrahydrofuran (35 ml) and acetonitrile (10 ml) was added over 15 minutes. After stirring at ambient temperature for 1 hour, the reaction mixture was added to water (100 ml) and concentrated in vacuo to remove tetrahydrofuran and acetonitrile. The aqueous mixture was ...